This data is from the Open Reaction Database (ORD), a public repository of structured organic reaction records. The task is: describe an organic reaction: reactants, conditions, products, and yield Reactants: [Al], O=C1CCC(=O)N1Br, ClCCl, Cn1c(C2CC2)cc(=O)n1-c1ccccc1. The product is Cn1c(C2CC2)c(Br)c(=O)n1-c1ccccc1. Reaction SMILES: [Al:28].[Br:17][N:18]1[C:19](=[O:20])[CH2:21][CH2:22][C:23]1=[O:24].[CH2:25]([Cl:26])[Cl:27].[CH:1]1([c:4]2[cH:5][c:6](=[O:16])[n:7](-[c:10]3[cH:11][cH:12][cH:13][cH:14][cH:15]3)[n:8]2[CH3:9])[CH2:2][CH2:3]1>>[CH:1]1([c:4]2[c:5]([Br:17])[c:6](=[O:16])[n:7](-[c:10]3[cH:11][cH:12][cH:13][cH:14][cH:15]3)[n:8]2[CH3:9])[CH2:2][CH2:3]1. Reactants: C(C)(C)(C)OC(CCSCC(COC(CCCCCCCCCCCC1=CC=CC=C1)=O)OC(CCCCCCCCCCCC1=CC=CC=C1)=O)=O (6,7-bis(12-phenyldodecanoyloxy)-4-thiaheptanoic acid t-butyl ester), Example 33, FC(C(=O)O)(F)F (trifluoroacetic acid). The solvent is ClCCl (dichloromethane). Run at time 2 hour. Yields the product C1(=CC=CC=C1)CCCCCCCCCCCC(=O)OC(CSCCC(=O)O)COC(CCCCCCCCCCCC1=CC=CC=C1)=O (6,7-bis(12-phenyldodecanoyloxy)-4-thiaheptanoic acid). Yield: 99.0%. As a reaction SMILES: C([O:5][C:6](=[O:53])[CH2:7][CH2:8][S:9][CH2:10][CH:11]([O:33][C:34](=[O:52])[CH2:35][CH2:36][CH2:37][CH2:38][CH2:39][CH2:40][CH2:41][CH2:42][CH2:43][CH2:44][CH2:45][C:46]1[CH:51]=[CH:50][CH:49]=[CH:48][CH:47]=1)[CH2:12][O:13][C:14](=[O:32])[CH2:15][CH2:16][CH2:17][CH2:18][CH2:19][CH2:20][CH2:21][CH2:22][CH2:23][CH2:24][CH2:25][C:26]1[CH:31]=[CH:30][CH:29]=[CH:28][CH:27]=1)(C)(C)C.FC(F)(F)C(O)=O>ClCCl>[C:46]1([CH2:45][CH2:44][CH2:43][CH2:42][CH2:41][CH2:40][CH2:39][CH2:38][CH2:37][CH2:36][CH2:35][C:34]([O:33][CH:11]([CH2:12][O:13][C:14](=[O:32])[CH2:15][CH2:16][CH2:17][CH2:18][CH2:19][CH2:20][CH2:21][CH2:22][CH2:23][CH2:24][CH2:25][C:26]2[CH:27]=[CH:28][CH:29]=[CH:30][CH:31]=2)[CH2:10][S:9][CH2:8][CH2:7][C:6]([OH:53])=[O:5])=[O:52])[CH:51]=[CH:50][CH:49]=[CH:48][CH:47]=1. Reported procedure: A solution of 6,7-bis(12-phenyldodecanoyloxy)-4-thiaheptanoic acid t-butyl ester as obtained in Reference Example 33 (1.22 g) in dichloromethane (2 ml)-trifluoroacetic acid (6 ml) was stirred at room temperature for 2 hours, after which the solvent was distilled off under reduced pressure, to yield the title compound (1.12 g, yield 99%) as a colorless oily substance. Starting materials: C(C1=CC=CC=C1)(=O)O (benzoic acid), Cl.CN(CCCN=C=NCC)C (1-[3-(dimethylamino)propyl]-3-ethylcarbodiimide hydrochloride), C=1C=CC2=C(C1)N=NN2O (HOBT), NC1CN(CCC1)C(=O)OC(C)(C)C (3-amino-1-N-Boc-piperidine). Solvent: CN(C)C=O (DMF), C(C)N(CC)CC (triethylamine), CN(C)C=O (DMF). Reaction conditions: time 1 hour. The product is C(C1=CC=CC=C1)(=O)NC1CN(CCC1)C(=O)OC(C)(C)C (tert-Butyl 3-(benzoylamino)piperidine-1-carboxylate). Yield: 39.1%. Reaction SMILES: [C:1]([OH:9])(=O)[C:2]1[CH:7]=[CH:6][CH:5]=[CH:4][CH:3]=1.Cl.CN(C)CCCN=C=NCC.C1C=CC2N(O)N=NC=2C=1.[NH2:32][CH:33]1[CH2:38][CH2:37][CH2:36][N:35]([C:39]([O:41][C:42]([CH3:45])([CH3:44])[CH3:43])=[O:40])[CH2:34]1>CN(C=O)C.C(N(CC)CC)C>[C:1]([NH:32][CH:33]1[CH2:38][CH2:37][CH2:36][N:35]([C:39]([O:41][C:42]([CH3:45])([CH3:44])[CH3:43])=[O:40])[CH2:34]1)(=[O:9])[C:2]1[CH:3]=[CH:4][CH:5]=[CH:6][CH:7]=1 |f:1.2|. Procedure: A solution of benzoic acid (0.123 g) in DMF (5 ml) was treated with 1-[3-(dimethylamino)propyl]-3-ethylcarbodiimide hydrochloride (0.231 g), HOBT (0.163 g) and triethylamine (0.56 ml) and stirred at room temperature for 1 h. A solution of 3-amino-1-N-Boc-piperidine (0.3 g) in DMF (1 ml) was then added and stirring continued for 18 h. The solution was concentrated under reduced pressure to give an oil which was partitioned between ethyl acetate and water. The separated organic extracts were washe... Starting materials: COC(CC(C)=O)=O (3-oxo-butyric acid methyl ester), R3—(CH2)m—NH2, C1(CCCCC1)N (cyclohexylamine), BrCC(=O)C1=C(C=CC=C1)OC(F)(F)F (2-bromo-1-[2-(trifluoromethoxy)phenyl]-ethanone), O1C(COCC1)CN (1,4-dioxane-2-methanamine). Product: C1(CCCCC1)NC(=O)C1=C(N(C(=C1)C1=C(C=CC=C1)OC(F)(F)F)CC1OCCOC1)C ((rac) 1-[1,4]Dioxan-2-ylmethyl-2-methyl-5-(2-trifluoromethoxy-phenyl)-1H-pyrrole-3-carboxylic acid cyclohexylamide). RXN SMILES: CO[C:3](=[O:8])[CH2:4][C:5](=O)[CH3:6].Br[CH2:10][C:11]([C:13]1[CH:18]=[CH:17][CH:16]=[CH:15][C:14]=1[O:19][C:20]([F:23])([F:22])[F:21])=O.[O:24]1[CH2:29][CH2:28][O:27][CH2:26][CH:25]1[CH2:30][NH2:31].[CH:32]1([NH2:38])[CH2:37][CH2:36][CH2:35][CH2:34][CH2:33]1>>[CH:32]1([NH:38][C:3]([C:4]2[CH:10]=[C:11]([C:13]3[CH:18]=[CH:17][CH:16]=[CH:15][C:14]=3[O:19][C:20]([F:23])([F:22])[F:21])[N:31]([CH2:30][CH:25]3[CH2:26][O:27][CH2:28][CH2:29][O:24]3)[C:5]=2[CH3:6])=[O:8])[CH2:37][CH2:36][CH2:35][CH2:34][CH2:33]1. Procedure: The title compound was synthesized in analogy to example 7, using 3-oxo-butyric acid methyl ester as compound of formula R, 2-bromo-1-[2-(trifluoromethoxy)phenyl]-ethanone as compound of formula S, 1,4-dioxane-2-methanamine as R3—(CH2)m—NH2 and cyclohexylamine as R1R2NH, MS (ISP) 467.5 (M+H)+.